From a dataset of the Open Reaction Database (ORD), a public repository of structured organic reaction records. describe an organic reaction: reactants, conditions, products, and yield The reactants are ClCCN1C2(CCCC2)C(N([C@](C1)(C)C1=CC(=CC(=C1)F)F)CC#CC=1C=C2C(=NC1)C[C@@]1(C(NC3=NC=CC=C31)=O)C2)=O ((6S)-3-{3-[(8R)-6-(2-chloroethyl)-8-(3,5-difluorophenyl)-8-methyl-10-oxo-6,9-diazaspiro[4.5] dec-9-yl]prop-1-yn-1-yl}-5,7-dihydrospiro[cyclopenta[b]pyridine-6,3′-pyrrolo[2,3-b]pyridin]-2′(1′H)-one), C(=O)(C(F)(F)F)O (TFA). The reagents and catalysts are [Ag]F (silver(I)fluoride). Solvent: C(C)#N (acetonitrile). Yields the product FC=1C=C(C=C(C1)F)[C@@]1(CN(C2(CCCC2)C(N1CC#CC=1C=C2C(=NC1)C[C@@]1(C(NC3=NC=CC=C31)=O)C2)=O)CCF)C ((6S)-3-{3-[(8R)-8-(3,5-Difluorophenyl)-6-(2-fluoroethyl)-8-methyl-10-oxo-6,9-diazaspiro[4.5] dec-9-yl]prop-1-yn-1-yl}-5,7-dihydrospiro[cyclopenta[b]pyridine-6,3′-pyrrolo[2,3-b]pyridin]-2′(1′H)-one). RXN SMILES: Cl[CH2:2][CH2:3][N:4]1[CH2:13][C@:12]([C:15]2[CH:20]=[C:19]([F:21])[CH:18]=[C:17]([F:22])[CH:16]=2)([CH3:14])[N:11]([CH2:23][C:24]#[C:25][C:26]2[CH:27]=[C:28]3[CH2:43][C@@:33]4([C:41]5[C:36](=[N:37][CH:38]=[CH:39][CH:40]=5)[NH:35][C:34]4=[O:42])[CH2:32][C:29]3=[N:30][CH:31]=2)[C:10](=[O:44])[C:5]21[CH2:9][CH2:8][CH2:7][CH2:6]2.C(O)(C(F)(F)[F:48])=O>C(#N)C.[Ag]F>[F:21][C:19]1[CH:20]=[C:15]([C@@:12]2([CH3:14])[N:11]([CH2:23][C:24]#[C:25][C:26]3[CH:27]=[C:28]4[CH2:43][C@@:33]5([C:41]6[C:36](=[N:37][CH:38]=[CH:39][CH:40]=6)[NH:35][C:34]5=[O:42])[CH2:32][C:29]4=[N:30][CH:31]=3)[C:10](=[O:44])[C:5]3([CH2:6][CH2:7][CH2:8][CH2:9]3)[N:4]([CH2:3][CH2:2][F:48])[CH2:13]2)[CH:16]=[C:17]([F:22])[CH:18]=1. Reported procedure: A solution of (6S)-3-{3-[(8R)-6-(2-chloroethyl)-8-(3,5-difluorophenyl)-8-methyl-10-oxo-6,9-diazaspiro[4.5] dec-9-yl]prop-1-yn-1-yl}-5,7-dihydrospiro[cyclopenta[b]pyridine-6,3′-pyrrolo[2,3-b]pyridin]-2′(1′H)-one from Step A (67 mg, 0.11 mmol) and silver(I)fluoride (140 mg, 1.1 mmol) in acetonitrile (3 ml) was heated at 100° C. for 90 min The mixture was diluted with TFA (0.5 mL), filtered, and purified directly by HPLC using a reversed phase C18 column and eluting with a gradient of H2O:CH3CN:CF3... The reactants are O=C(Nc1cc2c(cc1C(=O)c1ccccc1)OCO2)c1ccccc1, CCO, [Na+], [OH-]. Reaction SMILES: [C:1](=[O:2])([c:3]1[cH:4][cH:5][cH:6][cH:7][cH:8]1)[NH:9][c:10]1[c:11]([C:12](=[O:13])[c:14]2[cH:15][cH:16][cH:17][cH:18][cH:19]2)[cH:20][c:21]2[c:22]([cH:23]1)[O:24][CH2:25][O:26]2.[CH3:29][CH2:30][OH:31].[Na+:28].[OH-:27]>>[NH2:9][c:10]1[c:11]([C:12](=[O:13])[c:14]2[cH:15][cH:16][cH:17][cH:18][cH:19]2)[cH:20][c:21]2[c:22]([cH:23]1)[O:24][CH2:25][O:26]2. Product: Nc1cc2c(cc1C(=O)c1ccccc1)OCO2. Starting materials: BrB(Br)Br, COc1ccc(C(=O)c2c(C(C)C)oc3ccc([N+](=O)[O-])cc23)cc1. Yields the product CC(C)c1oc2ccc([N+](=O)[O-])cc2c1C(=O)c1ccc(O)cc1. As a reaction SMILES: [B:26]([Br:27])([Br:28])[Br:29].[CH:1]([CH3:2])([CH3:3])[c:4]1[o:5][c:6]2[c:7]([c:8]1[C:9]([c:10]1[cH:11][cH:12][c:13]([O:16][CH3:17])[cH:14][cH:15]1)=[O:18])[cH:19][c:20]([N+:23](=[O:24])[O-:25])[cH:21][cH:22]2>>[CH:1]([CH3:2])([CH3:3])[c:4]1[o:5][c:6]2[c:7]([c:8]1[C:9]([c:10]1[cH:11][cH:12][c:13]([OH:16])[cH:14][cH:15]1)=[O:18])[cH:19][c:20]([N+:23](=[O:24])[O-:25])[cH:21][cH:22]2. The reactants are CC(C)O, CCOC(=O)Cl, Nc1ccccc1SCc1ncon1, c1ccccc1. The product is CCOC(=O)Nc1ccccc1SCc1ncon1. As a reaction SMILES: [CH:21]([OH:22])([CH3:23])[CH3:24].[Cl:1][C:2](=[O:3])[O:4][CH2:5][CH3:6].[NH2:7][c:8]1[c:9]([S:14][CH2:15][c:16]2[n:17][o:18][cH:19][n:20]2)[cH:10][cH:11][cH:12][cH:13]1.[cH:25]1[cH:26][cH:27][cH:28][cH:29][cH:30]1>>[C:2](=[O:3])([O:4][CH2:5][CH3:6])[NH:7][c:8]1[c:9]([S:14][CH2:15][c:16]2[n:17][o:18][cH:19][n:20]2)[cH:10][cH:11][cH:12][cH:13]1. Reactants: O=C1Cc2c(cccc2C(=O)O)Sc2ccccc21, CCO, NN, O. The product is O=C(O)c1cccc2c1CCc1ccccc1S2. As a reaction SMILES: [C:1](=[O:2])([OH:3])[c:4]1[cH:5][cH:6][cH:7][c:8]2[c:9]1[CH2:10][C:11](=[O:19])[c:12]1[c:13]([cH:15][cH:16][cH:17][cH:18]1)[S:14]2.[CH3:23][CH2:24][OH:25].[NH2:21][NH2:22].[OH2:20]>>[C:1](=[O:2])([OH:3])[c:4]1[cH:5][cH:6][cH:7][c:8]2[c:9]1[CH2:10][CH2:11][c:12]1[c:13]([cH:15][cH:16][cH:17][cH:18]1)[S:14]2. The reactants are Cc1nc(C2CCN(C(=O)OC(C)(C)C)CC2)sc1COc1ccc(C#N)c(Cl)c1, Cc1nc(C2CCN(C(=O)OC(C)(C)C)CC2)sc1CCl, N#Cc1ccc(O)cc1Cl, ClCCl, O=C(O)C(F)(F)F. Product: Cc1nc(C2CCNCC2)sc1COc1ccc(C#N)c(Cl)c1. Reaction SMILES: [C:1]([O:2][C:3](=[O:4])[N:8]1[CH2:9][CH2:10][CH:11]([c:14]2[s:15][c:16]([CH2:20][O:21][c:22]3[cH:23][c:24]([Cl:30])[c:25]([C:28]#[N:29])[cH:26][cH:27]3)[c:17]([CH3:19])[n:18]2)[CH2:12][CH2:13]1)([CH3:5])([CH3:6])[CH3:7].[C:31]([O:32][C:33]([N:34]1[CH2:35][CH2:36][CH:37]([c:38]2[s:39][c:40]([CH2:41][Cl:42])[c:43]([CH3:44])[n:45]2)[CH2:46][CH2:47]1)=[O:48])([CH3:49])([CH3:50])[CH3:51].[Cl:52][c:53]1[cH:54][c:55]([OH:56])[cH:57][cH:58][c:59]1[C:60]#[N:61].[Cl:69][CH2:70][Cl:71].[OH:62][C:63]([C:64]([F:65])([F:66])[F:67])=[O:68]>>[NH:8]1[CH2:9][CH2:10][CH:11]([c:14]2[s:15][c:16]([CH2:20][O:21][c:22]3[cH:23][c:24]([Cl:30])[c:25]([C:28]#[N:29])[cH:26][cH:27]3)[c:17]([CH3:19])[n:18]2)[CH2:12][CH2:13]1.